From a dataset of the Open Reaction Database (ORD), a public repository of structured organic reaction records. describe an organic reaction: reactants, conditions, products, and yield The reactants are ClC1=C(C=CC2=CC=CC=C12)OCC(C)(N)C (1-[(1-chloronaphthalen-2-yl)oxy]-2-methylpropan-2-amine), S1C(=CC=C1)C=O (thiophen-2 carbaldehyde). Product: ClC1=C(C=CC2=CC=CC=C12)OCC(C)(NCC=1SC=CC1)C (1-[(1-chloronaphthalen-2-yl)oxy]-2-methyl-N-(thiophen-2-ylmethyl)propan-2-amine). Yield: 40.0%. Reaction SMILES: [Cl:1][C:2]1[C:11]2[C:6](=[CH:7][CH:8]=[CH:9][CH:10]=2)[CH:5]=[CH:4][C:3]=1[O:12][CH2:13][C:14]([CH3:17])([NH2:16])[CH3:15].[S:18]1[CH:22]=[CH:21][CH:20]=[C:19]1[CH:23]=O>>[Cl:1][C:2]1[C:11]2[C:6](=[CH:7][CH:8]=[CH:9][CH:10]=2)[CH:5]=[CH:4][C:3]=1[O:12][CH2:13][C:14]([CH3:17])([NH:16][CH2:23][C:19]1[S:18][CH:22]=[CH:21][CH:20]=1)[CH3:15]. Procedure: Prepared from 1-[(1-chloronaphthalen-2-yl)oxy]-2-methylpropan-2-amine and thiophen-2 carbaldehyde in 40% yield as a brown oil. Starting materials: NC1=CC(=C(CNS(=O)(=O)C)C=C1)F (N-(4-amino-2-fluorobenzyl)methanesulfonamide), C1(=CC=CC=C1)OC(=O)Cl (phenylchloroformate), N1=CC=CC=C1 (pyridine). The solvent is O1CCCC1 (tetrahydrofuran), C(C)#N (acetonitrile), C(C)(=O)OCC (ethyl acetate). Run at time 1 hour. Product: FC=1C=C(C=CC1CNS(=O)(=O)C)NC(OC1=CC=CC=C1)=O (Phenyl 3-fluoro-4-(methylsulfonamidomethyl)phenylcarbamate). Isolated yield 84.8%. Reaction SMILES: [NH2:1][C:2]1[CH:13]=[CH:12][C:5]([CH2:6][NH:7][S:8]([CH3:11])(=[O:10])=[O:9])=[C:4]([F:14])[CH:3]=1.[C:15]1([O:21][C:22](Cl)=[O:23])[CH:20]=[CH:19][CH:18]=[CH:17][CH:16]=1.N1C=CC=CC=1>O1CCCC1.C(#N)C.C(OCC)(=O)C>[F:14][C:4]1[CH:3]=[C:2]([NH:1][C:22](=[O:23])[O:21][C:15]2[CH:20]=[CH:19][CH:18]=[CH:17][CH:16]=2)[CH:13]=[CH:12][C:5]=1[CH2:6][NH:7][S:8]([CH3:11])(=[O:10])=[O:9]. Procedure: To a stirred solution of N-(4-amino-2-fluorobenzyl)methanesulfonamide (190 mg, 0.871 mmol) in tetrahydrofuran and acetonitrile as co-solvent were added phenylchloroformate (0.115 ml, 0.914 mmol) and pyridine (0.084 ml, 1.045 mmol). The reaction mixture was stirred for 1 h at room temperature. The mixture dissolved in ethyl acetate and washed with water and brine. The organic layer was dried over magnesium sulfate and filtered. The filtrate was removed in vacuo. The crude was purified by column c... Starting materials: CC(C)CC(CCS(=O)(=O)[O-])NC(=O)OCc1ccccc1, CCOC(C)=O, [N-]=[N+]=[N-], [Na+], CN(C)C=O, O. The product is CC(C)CC(CN=[N+]=[N-])NC(=O)OCc1ccccc1. As a reaction SMILES: [CH2:1]([c:2]1[cH:3][cH:4][cH:5][cH:6][cH:7]1)[O:8][C:9](=[O:10])[NH:11][CH:12]([CH2:13][CH2:14][S:15]([O-:16])(=[O:17])=[O:18])[CH2:19][CH:20]([CH3:21])[CH3:22].[CH3:27][CH2:28][O:29][C:30](=[O:31])[CH3:32].[N-:24]=[N+:25]=[N-:26].[Na+:23].[O:34]=[CH:35][N:36]([CH3:37])[CH3:38].[OH2:33]>>[CH2:1]([c:2]1[cH:3][cH:4][cH:5][cH:6][cH:7]1)[O:8][C:9](=[O:10])[NH:11][CH:12]([CH2:13][N:24]=[N+:25]=[N-:26])[CH2:19][CH:20]([CH3:21])[CH3:22]. Starting materials: C(C1=CC=CC=C1)NC1=NC=NC2=C1N=C(N=C2N2CCS(CC2)=O)Cl (8-benzylamino-2-chloro-4-(1-oxido-thiomorpholino)-pyrimido[5,4-d]pyrimidine), NC(CCCC(C)(O)C)C (6-amino2-methyl-2-heptanol). The product is C(C1=CC=CC=C1)NC1=NC=NC2=C1N=C(N=C2N2CCS(CC2)=O)NC(CCCC(C)(C)O)C (8-Benzylamino-2-(5-hydroxy-1,5-dimethylhexyl-amino)-4-(1-oxido-thiomorpholino)-pyrimido[5,4-d]pyrimidine). RXN SMILES: [CH2:1]([NH:8][C:9]1[C:14]2[N:15]=[C:16](Cl)[N:17]=[C:18]([N:19]3[CH2:24][CH2:23][S:22](=[O:25])[CH2:21][CH2:20]3)[C:13]=2[N:12]=[CH:11][N:10]=1)[C:2]1[CH:7]=[CH:6][CH:5]=[CH:4][CH:3]=1.[NH2:27][CH:28]([CH3:36])[CH2:29][CH2:30][CH2:31][C:32]([CH3:35])([OH:34])[CH3:33]>>[CH2:1]([NH:8][C:9]1[C:14]2[N:15]=[C:16]([NH:27][CH:28]([CH3:36])[CH2:29][CH2:30][CH2:31][C:32]([OH:34])([CH3:35])[CH3:33])[N:17]=[C:18]([N:19]3[CH2:24][CH2:23][S:22](=[O:25])[CH2:21][CH2:20]3)[C:13]=2[N:12]=[CH:11][N:10]=1)[C:2]1[CH:7]=[CH:6][CH:5]=[CH:4][CH:3]=1. Procedure: This compound was prepared analogous to Example 3 from 8-benzylamino-2-chloro-4-(1-oxido-thiomorpholino)-pyrimido[5,4-d]pyrimidine (melting point: 232°-233° C.) and 6-amino2-methyl-2-heptanol. Resin. Starting materials: Fc1cc(COC2CCNCC2C(c2ccccc2)c2ccccc2)cc(C(F)(F)F)c1, Cl, Cl, O=C(O)Cc1c[nH]cn1. The product is O=C(Cc1c[nH]cn1)N1CCC(OCc2cc(F)cc(C(F)(F)F)c2)C(C(c2ccccc2)c2ccccc2)C1. As a reaction SMILES: [CH:2]([c:3]1[cH:4][cH:5][cH:6][cH:7][cH:8]1)([c:9]1[cH:10][cH:11][cH:12][cH:13][cH:14]1)[CH:15]1[CH2:16][NH:17][CH2:18][CH2:19][CH:20]1[O:21][CH2:22][c:23]1[cH:24][c:25]([F:33])[cH:26][c:27]([C:29]([F:30])([F:31])[F:32])[cH:28]1.[ClH:1].[ClH:34].[nH:35]1[cH:36][n:37][c:38]([CH2:40][C:41](=[O:42])[OH:43])[cH:39]1>>[CH:2]([c:3]1[cH:4][cH:5][cH:6][cH:7][cH:8]1)([c:9]1[cH:10][cH:11][cH:12][cH:13][cH:14]1)[CH:15]1[CH2:16][N:17]([C:41]([CH2:40][c:38]2[n:37][cH:36][nH:35][cH:39]2)=[O:42])[CH2:18][CH2:19][CH:20]1[O:21][CH2:22][c:23]1[cH:24][c:25]([F:33])[cH:26][c:27]([C:29]([F:30])([F:31])[F:32])[cH:28]1. Reactants: O1CCC=2N=NC3=C4C(=CC=C1C24)OCC3 (2,3,6,7-tetrahydro-dipyrano-[4,3,2-de:2',3',4'-ij]-phthalazine), C(C1=CC=CC=C1)=O (benzaldehyde). Reagents/catalysts: Cl (hydrochloric acid). Run at temperature 130 celsius, time 30 minute. The product is C(C1=CC=CC=C1)=C1COC=2C3=C1N=NC1=C3C(=CC2)OCC1=CC1=CC=CC=C1 (3,6-di-benzylidene-2,7-dihydrodipyrano-[4,3,2-de:2',3',4'-ij]-phthalazine). The yield is 88.0%. RXN SMILES: [O:1]1[C:12]2[C:13]3[C:8]4[C:9]([O:14][CH2:15][CH2:16][C:7]=4[N:6]=[N:5][C:4]=3[CH2:3][CH2:2]1)=[CH:10][CH:11]=2.[CH:17](=O)[C:18]1[CH:23]=[CH:22][CH:21]=[CH:20][CH:19]=1>Cl>[CH:17](=[C:16]1[C:7]2[N:6]=[N:5][C:4]3[C:3](=[CH:7][C:8]4[CH:13]=[CH:12][CH:11]=[CH:10][CH:9]=4)[CH2:2][O:1][C:12]4=[CH:11][CH:10]=[C:9]([C:8]=2[C:13]=34)[O:14][CH2:15]1)[C:18]1[CH:23]=[CH:22][CH:21]=[CH:20][CH:19]=1. Procedure details: A mixture of 0.20 g of 2,3,6,7-tetrahydro-dipyrano-[4,3,2-de:2',3',4'-ij]-phthalazine and 5.0 g of benzaldehyde is heated up to 130° C. Then 6 drops of concentrated hydrochloric acid are added and the mixture is stirred for 30 minutes at 130° C, after which the mixture is evaporated to dryness in vacuo. The residue is crystallised from n-butanol yielding 3,6-di-benzylidene-2,7-dihydrodipyrano-[4,3,2-de:2',3',4'-ij]-phthalazine in a yield of 88%. Melting point: 242° C. The reactants are C(C1=CC=CC=C1)OC(CO)CO (2-benzyloxy-1,3-propanediol), CC(=O)C (acetone). Run in C1=CC=CC=C1 (benzene). Product: C(C1=CC=CC=C1)OC1COC(OC1)(C)C (5-Benzyloxy-2,2-dimethyl-1,3-dioxane). As a reaction SMILES: [CH2:1]([O:8][CH:9]([CH2:12][OH:13])[CH2:10][OH:11])[C:2]1[CH:7]=[CH:6][CH:5]=[CH:4][CH:3]=1.[CH3:14][C:15]([CH3:17])=O>C1C=CC=CC=1>[CH2:1]([O:8][CH:9]1[CH2:10][O:11][C:15]([CH3:17])([CH3:14])[O:13][CH2:12]1)[C:2]1[CH:7]=[CH:6][CH:5]=[CH:4][CH:3]=1. Procedure details: Using the procedure of Example 51, 2-benzyloxy-1,3-propanediol and acetone were reacted, using benzene as solvent, to give, after distillation using a short path column, 5-benzyloxy-2,2-dimethyl-1,3-dioxane. The nmr spectrum was consistent with the assigned structure.